From a dataset of the Open Reaction Database (ORD), a public repository of structured organic reaction records. describe an organic reaction: reactants, conditions, products, and yield Starting materials: CC1C(=C(C(=C1C)C)C)C.[Li] (lithium pentamethylcyclopentadiene), [Cl-].C[Al+]C (dimethylaluminum chloride). Run in C1(=CC=CC=C1)C (toluene). Conditions: temperature 80 celsius. Product: C[Al](C1(C(=C(C(=C1C)C)C)C)C)C (dimethyl(pentamethylcyclopentadienyl)aluminum). Isolated yield 78.0%. As a reaction SMILES: [CH3:1][CH:2]1[C:6]([CH3:7])=[C:5]([CH3:8])[C:4]([CH3:9])=[C:3]1[CH3:10].[Li].[Cl-].[CH3:13][Al+:14][CH3:15]>C1(C)C=CC=CC=1>[CH3:13][Al:14]([CH3:15])[C:4]1([CH3:9])[C:3]([CH3:10])=[C:2]([CH3:1])[C:6]([CH3:7])=[C:5]1[CH3:8] |f:0.1,2.3,^1:10|. Reported procedure: 1.14 g of lithium pentamethylcyclopentadiene (C5Me5Li) and 50 ml of toluene were added into a 100-ml Schlenk flask bottle at room temperature. Then 8 ml of dimethylaluminum chloride (1M in hexane) was added to the mixture. The mixture solution was heated at 80° C. for four hours. After the removal of LiCl, the filtrate was vacuum dried to obtain a yellowish dimethyl(pentamethylcyclopentadienyl)aluminum. The yield was 78%. Reactants: CC(C)=C(Cl)N(C)C, ClCCl, CC(CO[Si](C)(C)C(C)(C)C)Oc1cc(Oc2ncc(C(=O)N3CCC3)cc2Cl)cc(C(=O)O)c1, Cc1cnc(N)cn1, c1ccncc1. Product: Cc1cnc(NC(=O)c2cc(Oc3ncc(C(=O)N4CCC4)cc3Cl)cc(OC(C)CO[Si](C)(C)C(C)(C)C)c2)cn1. As a reaction SMILES: [Cl:1][C:2]([N:3]([CH3:4])[CH3:5])=[C:6]([CH3:7])[CH3:8].[Cl:58][CH2:59][Cl:60].[N:9]1([C:13](=[O:14])[c:15]2[cH:16][c:17]([Cl:43])[c:18]([O:21][c:22]3[cH:23][c:24]([C:25](=[O:26])[OH:27])[cH:28][c:29]([O:31][CH:32]([CH2:33][O:34][Si:35]([CH3:36])([CH3:37])[C:38]([CH3:39])([CH3:40])[CH3:41])[CH3:42])[cH:30]3)[n:19][cH:20]2)[CH2:10][CH2:11][CH2:12]1.[NH2:44][c:45]1[n:46][cH:47][c:48]([CH3:51])[n:49][cH:50]1.[cH:52]1[cH:53][cH:54][n:55][cH:56][cH:57]1>>[N:9]1([C:13](=[O:14])[c:15]2[cH:16][c:17]([Cl:43])[c:18]([O:21][c:22]3[cH:23][c:24]([C:25](=[O:26])[NH:44][c:45]4[n:46][cH:47][c:48]([CH3:51])[n:49][cH:50]4)[cH:28][c:29]([O:31][CH:32]([CH2:33][O:34][Si:35]([CH3:36])([CH3:37])[C:38]([CH3:39])([CH3:40])[CH3:41])[CH3:42])[cH:30]3)[n:19][cH:20]2)[CH2:10][CH2:11][CH2:12]1. The reactants are C(O)([O-])=O.[Na+] (sodium hydrogencarbonate), [H-].[Na+] (sodium hydride), compound, OC1=CC(N(C2=NC=CC=C12)C1=CC(=CC=C1)C(F)(F)F)=O (4-hydroxy-1-(3-trifluoromethylphenyl)-1,8-naphthyridin-2(1H)-one), [H][H] (hydrogen), C1(=CC=CC=C1)C(C(=O)Cl)C (2-phenylpropionyl chloride). The solvent is CN(C)C=O (DMF). Reaction conditions: time 1 hour. Yields the product C1(=CC=CC=C1)C(C(=O)OC1=CC(N(C2=NC=CC=C12)C1=CC(=CC=C1)C(F)(F)F)=O)C (4-(2-phenylpropionyloxy)-1-(3-trifluoromethylphenyl)-1,8-naphthyridin-2(1H)-one), crystal. The yield is 76.0%. Reaction SMILES: [OH:1][C:2]1[C:11]2[C:6](=[N:7][CH:8]=[CH:9][CH:10]=2)[N:5]([C:12]2[CH:17]=[CH:16][CH:15]=[C:14]([C:18]([F:21])([F:20])[F:19])[CH:13]=2)[C:4](=[O:22])[CH:3]=1.[H-].[Na+].[H][H].[C:27]1([CH:33]([CH3:37])[C:34](Cl)=[O:35])[CH:32]=[CH:31][CH:30]=[CH:29][CH:28]=1.C(=O)([O-])O.[Na+]>CN(C=O)C>[C:27]1([CH:33]([CH3:37])[C:34]([O:1][C:2]2[C:11]3[C:6](=[N:7][CH:8]=[CH:9][CH:10]=3)[N:5]([C:12]3[CH:17]=[CH:16][CH:15]=[C:14]([C:18]([F:21])([F:19])[F:20])[CH:13]=3)[C:4](=[O:22])[CH:3]=2)=[O:35])[CH:32]=[CH:31][CH:30]=[CH:29][CH:28]=1 |f:1.2,5.6|. Procedure details: In accordance with a process described in JP-61-246183A, 4-hydroxy-1-(3-trifluoromethylphenyl)-1,8-naphthyridin-2(1H)-one was synthesized. To a suspension of the synthesized compound (919 mg, 3.0 mmol) in DMF (24 mL) was added sodium hydride (purity of about 60%, 120 mg, 3.0 mmol, 1.0 eq.). The mixture was stirred until no more hydrogen was generated, to obtain a solution. Then, 2-phenylpropionyl chloride (1.2 eq.) was added thereto, and the mixture was stirred at a room temperature for 1 hour. ... Reactants: Br, CC(=O)O, Cc1nc2n(c(=O)c1CCO)CCCS2. Yields the product Cc1nc2n(c(=O)c1CCBr)CCCS2. Reaction SMILES: [BrH:16].[CH3:17][C:18](=[O:19])[OH:20].[OH:1][CH2:2][CH2:3][c:4]1[c:5]([CH3:15])[n:6][c:7]2[n:12]([c:13]1=[O:14])[CH2:11][CH2:10][CH2:9][S:8]2>>[CH2:2]([CH2:3][c:4]1[c:5]([CH3:15])[n:6][c:7]2[n:12]([c:13]1=[O:14])[CH2:11][CH2:10][CH2:9][S:8]2)[Br:16]. Starting materials: C1(CC1)N1C=C(C(C2=CC(=C(C(=C12)F)F)F)=O)C(=O)O (1-cyclopropyl-6,7,8-trifluoro-1,4-dihydro-4-oxoquinoline-3-carboxylic acid), COC1=C2CNCC2=CC=C1 (4-methoxyisoindoline). Run in CN(C)C=O (DMF). Yields the product COC1=C2CN(CC2=CC=C1)C1=C(C=C2C(C(=CN(C2=C1F)C1CC1)C(=O)O)=O)F (7-(4-methoxy-2-isoindolinyl)-1-cyclopropyl-6,8-difluoro-1,4-dihydro-4-oxoquinoline-3-carboxylic acid). Yield: 66.7%. As a reaction SMILES: [CH:1]1([N:4]2[C:13]3[C:8](=[CH:9][C:10]([F:16])=[C:11](F)[C:12]=3[F:14])[C:7](=[O:17])[C:6]([C:18]([OH:20])=[O:19])=[CH:5]2)[CH2:3][CH2:2]1.[CH3:21][O:22][C:23]1[CH:31]=[CH:30][CH:29]=[C:28]2[C:24]=1[CH2:25][NH:26][CH2:27]2>CN(C=O)C>[CH3:21][O:22][C:23]1[CH:31]=[CH:30][CH:29]=[C:28]2[C:24]=1[CH2:25][N:26]([C:11]1[C:12]([F:14])=[C:13]3[C:8]([C:7](=[O:17])[C:6]([C:18]([OH:20])=[O:19])=[CH:5][N:4]3[CH:1]3[CH2:3][CH2:2]3)=[CH:9][C:10]=1[F:16])[CH2:27]2. Reported procedure: 136 mg of 1-cyclopropyl-6,7,8-trifluoro-1,4-dihydro-4-oxoquinoline-3-carboxylic acid, 224 mg of 4-methoxyisoindoline, and 1.5 ml of anhydrous DMF were processed in the same manner as in Example 2 to produce 132 mg of the target compound. Reactants: ClC1=C(C=C(N)C=C1)C1=NC=CC=C1 (4-chloro-3-(pyridin-2-yl)aniline), CN(S(=O)(=O)C)C1=CC=C(C(=O)O)C=C1 (4-(N-methylmethylsulfonamido)benzoic acid). Yields the product ClC1=C(C=C(C=C1)NC(C1=CC=C(C=C1)N(S(=O)(=O)C)C)=O)C1=NC=CC=C1 (N-(4-chloro-3-(pyridin-2-yl)phenyl)-4-(N-methylmethylsulfonamido)benzamide). Reaction SMILES: [Cl:1][C:2]1[CH:8]=[CH:7][C:5]([NH2:6])=[CH:4][C:3]=1[C:9]1[CH:14]=[CH:13][CH:12]=[CH:11][N:10]=1.[CH3:15][N:16]([C:21]1[CH:29]=[CH:28][C:24]([C:25](O)=[O:26])=[CH:23][CH:22]=1)[S:17]([CH3:20])(=[O:19])=[O:18]>>[Cl:1][C:2]1[CH:8]=[CH:7][C:5]([NH:6][C:25](=[O:26])[C:24]2[CH:28]=[CH:29][C:21]([N:16]([CH3:15])[S:17]([CH3:20])(=[O:19])=[O:18])=[CH:22][CH:23]=2)=[CH:4][C:3]=1[C:9]1[CH:14]=[CH:13][CH:12]=[CH:11][N:10]=1. Reported procedure: 500 mg of methyl 4-(methylamino)benzoate was cooled to 0° C. in DCM with 270 μL of Pyridine before 260 μL Methanesulfonyl Chloride was added dropwise. Reaction was allowed to warm to room temperature and stir overnight. Solvent was concentrated and the crude material was dissolved in Ethyl Acetate and extracted with 0.1N NaOH solution twice. Crude material was dried over Magnesium Sulfate, filtered and concentrated to give methyl 4-(N-methylmethylsulfonamido)benzoate. 698 mg of methyl 4-(N-methy... The reactants are C1CCOC1, OCc1cn(Cc2ccc(OCc3csc(-c4ccccc4)n3)cc2)nc1-c1cccs1. Yields the product O=Cc1cn(Cc2ccc(OCc3csc(-c4ccccc4)n3)cc2)nc1-c1cccs1. RXN SMILES: [O:33]1[CH2:34][CH2:35][CH2:36][CH2:37]1.[c:1]1(-[c:7]2[s:8][cH:9][c:10]([CH2:12][O:13][c:14]3[cH:15][cH:16][c:17]([CH2:18][n:19]4[n:20][c:21](-[c:26]5[s:27][cH:28][cH:29][cH:30]5)[c:22]([CH2:24][OH:25])[cH:23]4)[cH:31][cH:32]3)[n:11]2)[cH:2][cH:3][cH:4][cH:5][cH:6]1>>[c:1]1(-[c:7]2[s:8][cH:9][c:10]([CH2:12][O:13][c:14]3[cH:15][cH:16][c:17]([CH2:18][n:19]4[n:20][c:21](-[c:26]5[s:27][cH:28][cH:29][cH:30]5)[c:22]([CH:24]=[O:25])[cH:23]4)[cH:31][cH:32]3)[n:11]2)[cH:2][cH:3][cH:4][cH:5][cH:6]1. Reactants: Brc1n[nH]c2c1-c1ncccc1CCC2, [Li]C(C)(C)C, C1CCOC1, CCCCC, O=C=Nc1ccccc1. The product is O=C(Nc1ccccc1)c1n[nH]c2c1-c1ncccc1CCC2. As a reaction SMILES: [Br:6][c:7]1[n:8][nH:9][c:10]2[c:16]1-[c:15]1[c:14]([cH:20][cH:19][cH:18][n:17]1)[CH2:13][CH2:12][CH2:11]2.[C:1]([Li:2])([CH3:3])([CH3:4])[CH3:5].[CH2:35]1[O:36][CH2:37][CH2:38][CH2:39]1.[CH3:30][CH2:31][CH2:32][CH2:33][CH3:34].[O:21]=[C:22]=[N:23][c:24]1[cH:25][cH:26][cH:27][cH:28][cH:29]1>>[c:7]1([C:22](=[O:21])[NH:23][c:24]2[cH:25][cH:26][cH:27][cH:28][cH:29]2)[n:8][nH:9][c:10]2[c:16]1-[c:15]1[c:14]([cH:20][cH:19][cH:18][n:17]1)[CH2:13][CH2:12][CH2:11]2. The reactants are BrCC=1C(=C(C(=O)O)C=CC1)Cl (3-(bromomethyl)-2-chlorobenzoic acid), Intermediate 11, [C-]#N.[K+] (potassium cyanide), Cl (hydrochloric acid), C#N (HCN). Solvent: O (water), CN(C)C=O (DMF), O (water). Reaction conditions: time 8 hour. Yields the product ClC1=C(C(=O)O)C=CC=C1CC#N (2-Chloro-3-(cyanomethyl)benzoic acid). Reaction SMILES: Br[CH2:2][C:3]1[C:4]([Cl:12])=[C:5]([CH:9]=[CH:10][CH:11]=1)[C:6]([OH:8])=[O:7].[C-:13]#[N:14].[K+].Cl.C#N>CN(C=O)C.O>[Cl:12][C:4]1[C:3]([CH2:2][C:13]#[N:14])=[CH:11][CH:10]=[CH:9][C:5]=1[C:6]([OH:8])=[O:7] |f:1.2|. Procedure details: A solution of 3-(bromomethyl)-2-chlorobenzoic acid [Aromatic Intermediate 11, step a] (13.2 g) in DMF (150 mL) was treated with a solution of potassium cyanide (7.23 g) in water (50 mL) and the resulting solution was stirred at room temperature overnight. The mixture was diluted with water (200 mL) and carefully acidified with concentrated hydrochloric acid (25 mL), venting any liberated HCN through bleach solution via a stream of nitrogen. After being stirred for 2 hours, the aqueous phase was ...